Dataset: the Open Reaction Database (ORD), a public repository of structured organic reaction records. Task: describe an organic reaction: reactants, conditions, products, and yield Reactants: Example 15 ( 3 ), C(C1=CC=CC=C1)OC(=O)NC(=N)C=1C=CC2=C(C=C(O2)C(=O)O)C1 (5-(benzyloxycarbonylamidino)-2-benzofurancarboxylic acid), NC1=CC=C(C=C1)C[C@@H](C(=O)OCC)NS(=O)(=O)C(F)(F)F (ethyl (S)-3-(4-aminophenyl)-2-(trifluoromethylsulfonylamino)propionate). Yields the product C(C1=CC=CC=C1)OC(=O)NC(=N)C=1C=CC2=C(C=C(O2)C(=O)NC2=CC=C(C=C2)C[C@@H](C(=O)OCC)NS(=O)(=O)C(F)(F)F)C1 (ethyl (S)-3-[4-[(5-(benzyloxycarbonylamidino)-2-benzofuranyl]carbonylamino)phenyl]-2-(trifluoromethylsulfonylamino)propionate). Isolated yield 65.9%. As a reaction SMILES: [CH2:1]([O:8][C:9]([NH:11][C:12]([C:14]1[CH:15]=[CH:16][C:17]2[O:21][C:20]([C:22]([OH:24])=O)=[CH:19][C:18]=2[CH:25]=1)=[NH:13])=[O:10])[C:2]1[CH:7]=[CH:6][CH:5]=[CH:4][CH:3]=1.[NH2:26][C:27]1[CH:32]=[CH:31][C:30]([CH2:33][C@H:34]([NH:40][S:41]([C:44]([F:47])([F:46])[F:45])(=[O:43])=[O:42])[C:35]([O:37][CH2:38][CH3:39])=[O:36])=[CH:29][CH:28]=1>>[CH2:1]([O:8][C:9]([NH:11][C:12]([C:14]1[CH:15]=[CH:16][C:17]2[O:21][C:20]([C:22]([NH:26][C:27]3[CH:32]=[CH:31][C:30]([CH2:33][C@H:34]([NH:40][S:41]([C:44]([F:47])([F:45])[F:46])(=[O:43])=[O:42])[C:35]([O:37][CH2:38][CH3:39])=[O:36])=[CH:29][CH:28]=3)=[O:24])=[CH:19][C:18]=2[CH:25]=1)=[NH:13])=[O:10])[C:2]1[CH:3]=[CH:4][CH:5]=[CH:6][CH:7]=1. Procedure details: In the same manner as in Example 15 (3), 5-(benzyloxycarbonylamidino)-2-benzofurancarboxylic acid (1.02 g, 3.01 mmol) and ethyl (S)-3-(4-aminophenyl)-2-(trifluoromethylsulfonylamino)propionate (1.03 g, 3.03 mmol) were condensed. The reaction mixture was purified by silica gel column chromatography (n-hexane/ethyl acetate=1/1-1/2) to give 1.31 g of ethyl (S)-3-[4-[(5-(benzyloxycarbonylamidino)-2-benzofuranyl]carbonylamino)phenyl]-2-(trifluoromethylsulfonylamino)propionate as a colorless solid (65... The reactants are C(O)([O-])=O.[Na+] (sodium hydrogencarbonate), C(C1=CC=CC=C1)OC(=O)Cl (benzyloxycarbonyl chloride), C1=CC(=CC=C1N)O (p-aminophenol), Cl (hydrochloric acid). Run in O (water), O1CCOCC1 (dioxane). Run at time 18 hour. Yields the product C(C1=CC=CC=C1)OC(=O)NC1=CC=C(C=C1)O (4-(N-Benzyloxycarbonylamino)phenol). Isolated yield 85.2%. RXN SMILES: C(=O)([O-])O.[Na+].[CH2:6]([O:13][C:14](Cl)=[O:15])[C:7]1[CH:12]=[CH:11][CH:10]=[CH:9][CH:8]=1.[CH:17]1[C:22]([NH2:23])=[CH:21][CH:20]=[C:19]([OH:24])[CH:18]=1.Cl>O.O1CCOCC1>[CH2:6]([O:13][C:14]([NH:23][C:22]1[CH:17]=[CH:18][C:19]([OH:24])=[CH:20][CH:21]=1)=[O:15])[C:7]1[CH:12]=[CH:11][CH:10]=[CH:9][CH:8]=1 |f:0.1|. Reported procedure: 10.1 g (0.12 mol) of sodium hydrogencarbonate and 17.2 ml (0.12 mol) of benzyloxycarbonyl chloride were added at 0° C. to a suspension of 12.5 g (0.11 mol) of p-aminophenol in 100 ml of a 1:1 by volume mixture of dioxane and water, and the mixture was stirred at room temperature for 18 hours. At the end of this time, the reaction mixture was acidified with 2N aqueous hydrochloric acid and extracted with ethyl acetate. The organic extract was washed with water and dried over anhydrous sodium sulf...